This data is from the Open Reaction Database (ORD), a public repository of structured organic reaction records. The task is: describe an organic reaction: reactants, conditions, products, and yield Starting materials: CC(C)C(=O)OCC1CC(N(C)C(C)C)CCC1N1CCC(Nc2ncnc3ccc(C(F)(F)F)cc23)C1=O, CO, [Cl-], [NH4+]. Product: CC(C)N(C)C1CCC(N2CCC(Nc3ncnc4ccc(C(F)(F)F)cc34)C2=O)C(CO)C1. As a reaction SMILES: [C:1](=[O:2])([CH:3]([CH3:4])[CH3:5])[O:6][CH2:7][CH:8]1[CH:9]([N:19]2[C:20](=[O:39])[CH:21]([NH:24][c:25]3[n:26][cH:27][n:28][c:29]4[cH:30][cH:31][c:32]([C:35]([F:36])([F:37])[F:38])[cH:33][c:34]34)[CH2:22][CH2:23]2)[CH2:10][CH2:11][CH:12]([N:14]([CH3:15])[CH:16]([CH3:17])[CH3:18])[CH2:13]1.[CH3:42][OH:43].[Cl-:40].[NH4+:41]>>[OH:6][CH2:7][CH:8]1[CH:9]([N:19]2[C:20](=[O:39])[CH:21]([NH:24][c:25]3[n:26][cH:27][n:28][c:29]4[cH:30][cH:31][c:32]([C:35]([F:36])([F:37])[F:38])[cH:33][c:34]34)[CH2:22][CH2:23]2)[CH2:10][CH2:11][CH:12]([N:14]([CH3:15])[CH:16]([CH3:17])[CH3:18])[CH2:13]1. Starting materials: ClCCCCSc1ccccc1, O=C(Nc1cccc(C2CCNCC2)c1)C1CC1. Product: O=C(Nc1cccc(C2CCN(CCCCSc3ccccc3)CC2)c1)C1CC1. RXN SMILES: [Cl:1][CH2:2][CH2:3][CH2:4][CH2:5][S:6][c:7]1[cH:8][cH:9][cH:10][cH:11][cH:12]1.[NH:13]1[CH2:14][CH2:15][CH:16]([c:19]2[cH:20][c:21]([NH:25][C:26](=[O:27])[CH:28]3[CH2:29][CH2:30]3)[cH:22][cH:23][cH:24]2)[CH2:17][CH2:18]1>>[CH2:2]([CH2:3][CH2:4][CH2:5][S:6][c:7]1[cH:8][cH:9][cH:10][cH:11][cH:12]1)[N:13]1[CH2:14][CH2:15][CH:16]([c:19]2[cH:20][c:21]([NH:25][C:26](=[O:27])[CH:28]3[CH2:29][CH2:30]3)[cH:22][cH:23][cH:24]2)[CH2:17][CH2:18]1. Starting materials: CC(C)(C)O, COc1ccc2c(c1)CCCC2=O, [K], CCCCON=O. Yields the product COc1ccc2c(c1)CCCC2=NO. RXN SMILES: [C:22]([OH:23])([CH3:24])([CH3:25])[CH3:26].[CH3:2][O:3][c:4]1[cH:5][c:6]2[c:11]([cH:12][cH:13]1)[C:10](=[O:14])[CH2:9][CH2:8][CH2:7]2.[K:1].[N:15](=[O:16])[O:17][CH2:18][CH2:19][CH2:20][CH3:21]>>[CH3:2][O:3][c:4]1[cH:5][c:6]2[c:11]([cH:12][cH:13]1)[C:10](=[N:15][OH:16])[CH2:9][CH2:8][CH2:7]2. Starting materials: C(C1=CC=CC=C1)C1=NC2=CC(=CC(=C2C(=C1C)Cl)F)F (2-benzyl-4-chloro-5,7-difluoro-3-methylquinoline), CC1(CNC=2C1=NC=C(C2)N2CCOCC2)C (4-(3,3-dimethyl-2,3-dihydro-1H-pyrrolo[3,2-b]pyridin-6-yl)morpholine), C1(CCCCC1)P(C1=C(C=CC=C1)C1=C(C=C(C=C1C(C)C)C(C)C)C(C)C)C1CCCCC1 (2-(dicyclohexylphosphino)-2′,4′,6′-tri-i-propyl-1,1′-biphenyl), CC(C)([O-])C.[Na+] (sodium tert-butoxide). The reagents and catalysts are C=1C=CC(=CC1)/C=C/C(=O)/C=C/C2=CC=CC=C2.C=1C=CC(=CC1)/C=C/C(=O)/C=C/C2=CC=CC=C2.C=1C=CC(=CC1)/C=C/C(=O)/C=C/C2=CC=CC=C2.[Pd].[Pd] (Pd2dba3). Solvent: C1(=CC=CC=C1)C (toluene). Reaction conditions: temperature 95 celsius. Product: C(C1=CC=CC=C1)C1=NC2=CC(=CC(=C2C(=C1C)N1CC(C2=NC=C(C=C21)N2CCOCC2)(C)C)F)F (2-benzyl-4-(3,3-dimethyl-6-(4-morpholinyl)-2,3-dihydro-1H-pyrrolo[3,2-b]pyridin-1-yl)-5,7-difluoro-3-methylquinoline). RXN SMILES: [CH2:1]([C:8]1[C:17]([CH3:18])=[C:16](Cl)[C:15]2[C:10](=[CH:11][C:12]([F:21])=[CH:13][C:14]=2[F:20])[N:9]=1)[C:2]1[CH:7]=[CH:6][CH:5]=[CH:4][CH:3]=1.[CH3:22][C:23]1([CH3:38])[C:27]2=[N:28][CH:29]=[C:30]([N:32]3[CH2:37][CH2:36][O:35][CH2:34][CH2:33]3)[CH:31]=[C:26]2[NH:25][CH2:24]1.C1(P(C2CCCCC2)C2C=CC=CC=2C2C(C(C)C)=CC(C(C)C)=CC=2C(C)C)CCCCC1.CC(C)([O-])C.[Na+]>C1C=CC(/C=C/C(/C=C/C2C=CC=CC=2)=O)=CC=1.C1C=CC(/C=C/C(/C=C/C2C=CC=CC=2)=O)=CC=1.C1C=CC(/C=C/C(/C=C/C2C=CC=CC=2)=O)=CC=1.[Pd].[Pd].C1(C)C=CC=CC=1>[CH2:1]([C:8]1[C:17]([CH3:18])=[C:16]([N:25]2[C:26]3[C:27](=[N:28][CH:29]=[C:30]([N:32]4[CH2:33][CH2:34][O:35][CH2:36][CH2:37]4)[CH:31]=3)[C:23]([CH3:38])([CH3:22])[CH2:24]2)[C:15]2[C:10](=[CH:11][C:12]([F:21])=[CH:13][C:14]=2[F:20])[N:9]=1)[C:2]1[CH:7]=[CH:6][CH:5]=[CH:4][CH:3]=1 |f:3.4,5.6.7.8.9|. Procedure details: A screw cap vial was charged with 2-benzyl-4-chloro-5,7-difluoro-3-methylquinoline (37 mg, 0.122 mmol), 4-(3,3-dimethyl-2,3-dihydro-1H-pyrrolo[3,2-b]pyridin-6-yl)morpholine (36.9 mg, 0.158 mmol), Pd2dba3 (16.7 mg, 0.018 mmol), 2-(dicyclohexylphosphino)-2′,4′,6′-tri-i-propyl-1,1′-biphenyl (17.4 mg, 0.037 mmol), sodium tert-butoxide (35.1 mg, 0.365 mmol), and toluene (1.22 mL). The mixture was heated to 95° C. under N2 for 18 h. The reaction was concentrated and diluted with EtOAc, then washed wit... Reported procedure: To a solution of alpha-methylstyrene (0.13 mL, 1 mmole)and methanol (0.05 mL, 1.1 mmole) in acetonitrile (10 mL) was added 1-hydroxyl-4-fluoro-1,4-diazoniabicyclo[2.2.2]octane bis(tetrafluoroborate) (330 mg, 1.02 mmole 1.02 equ.) and the reaction stirred at room temperature for 24 h. The mixture was diluted with ether (2 mL), filtered through anhydrous MgSO4, and evaporated to afford 130 mg (85% yield) of 1-fluoro-2-methoxy-2-phenylpropane. Yields the product FCC(C)(C1=CC=CC=C1)OC (1-fluoro-2-methoxy-2-phenylpropane). Reaction SMILES: [CH3:1][C:2]([C:4]1[CH:9]=[CH:8][CH:7]=[CH:6][CH:5]=1)=[CH2:3].CO.F[B-](F)(F)F.F[B-](F)(F)F.O[N+]12CC[N+]([F:31])(CC1)CC2.CC[O:34][CH2:35]C>C(#N)C>[F:31][CH2:3][C:2]([O:34][CH3:35])([C:4]1[CH:9]=[CH:8][CH:7]=[CH:6][CH:5]=1)[CH3:1] |f:2.3.4|. Starting materials: CCOCC (ether), CC(=C)C1=CC=CC=C1 (alpha-methylstyrene), CO (methanol), F[B-](F)(F)F.F[B-](F)(F)F.O[N+]12CC[N+](CC1)(CC2)F (1-hydroxyl-4-fluoro-1,4-diazoniabicyclo[2.2.2]octane bis(tetrafluoroborate)). Isolated yield 85.0%. Reaction conditions: time 24 hour. Solvent: C(C)#N (acetonitrile). Reactants: C(C=C)N1C[C@@H](N(C[C@H]1C)[C@@H](C1=CC(=CC=C1)O[Si](C)(C)C(C)(C)C)C=1C=C(C(=O)Cl)C=CC1)C (3-((αR)-α-((2S,5R)-4-allyl-2,5-dimethyl-1-piperazinyl)-3-(tert-butyldimethylsilyloxy)benzyl)benzoyl chloride), FC1=CC=C(N)C=C1 (4-fluoroaniline), C(C)(=O)OC(C)=O (acetic anhydride). Yields the product FC1=CC=C(NCC)C=C1 (4-Fluoro-N-ethylaniline), C(C=C)N1C[C@@H](N(C[C@H]1C)[C@@H](C1=CC(=CC=C1)O)C=1C=C(C(=O)N(C2=CC=C(C=C2)F)CC)C=CC1)C ((+)-3-((αR)-α-((2S,5R)-4-allyl-2,5-dimethyl-1-piperazinyl)-3-hydroxybenzyl)-N-ethyl-N-(4-fluorophenyl)benzamide). As a reaction SMILES: [F:1][C:2]1[CH:8]=[CH:7][C:5]([NH2:6])=[CH:4][CH:3]=1.[C:9](O[C:13](=O)[CH3:14])(=O)[CH3:10].[CH2:16]([N:19]1[C@H:24]([CH3:25])[CH2:23][N:22]([C@H:26]([C:41]2[CH:42]=[C:43]([CH:47]=[CH:48][CH:49]=2)[C:44](Cl)=[O:45])[C:27]2[CH:32]=[CH:31][CH:30]=[C:29]([O:33][Si](C(C)(C)C)(C)C)[CH:28]=2)[C@@H:21]([CH3:50])[CH2:20]1)[CH:17]=[CH2:18]>>[F:1][C:2]1[CH:8]=[CH:7][C:5]([NH:6][CH2:9][CH3:10])=[CH:4][CH:3]=1.[CH2:16]([N:19]1[C@H:24]([CH3:25])[CH2:23][N:22]([C@H:26]([C:41]2[CH:42]=[C:43]([CH:47]=[CH:48][CH:49]=2)[C:44]([N:6]([CH2:13][CH3:14])[C:5]2[CH:7]=[CH:8][C:2]([F:1])=[CH:3][CH:4]=2)=[O:45])[C:27]2[CH:32]=[CH:31][CH:30]=[C:29]([OH:33])[CH:28]=2)[C@@H:21]([CH3:50])[CH2:20]1)[CH:17]=[CH2:18]. Procedure: 4-Fluoro-N-ethylaniline [NMR (200 MHz, DMSO-d6): δ1.25 (t, J=7.1 Hz, 3H); 3.12 (q, J=7.1 Hz, 2H); 3.24 (br s, 1H); 6.57 (dd, J1 =4.5 Hz, J2 =9.0 Hz, 2H); 6.90 (t, J=8.9 Hz, 2H)] was prepared from 4-fluoroaniline and acetic anhydride, coupled with 3-((αR)-α-((2S,5R)-4-allyl-2,5-dimethyl-1-piperazinyl)-3-(tert-butyldimethylsilyloxy)benzyl)benzoyl chloride, deprotected and purified by the methods described in Example 10 to give (+)-3-((αR)-α-((2S,5R)-4-allyl-2,5-dimethyl-1-piperazinyl)-3-hydroxyben...